Dataset: the Open Reaction Database (ORD), a public repository of structured organic reaction records. Task: describe an organic reaction: reactants, conditions, products, and yield Starting materials: C(C)C1=CC=2C3=C(NC2C=C1)CCN(C3)C (8-Ethyl-2-methyl-2,3,4,5-tetrahydro-1H-pyrido[4,3-b]indole), [OH-].[K+] (potassium hydroxide), CC1=NC=C(C=C1)C=C (2-methyl-5-vinyl pyridine). Solvent: O (water), CN1C(CCC1)=O (N-methyl 2-pyrolidone). Run at time 10 minute. Yields the product C(C)C1=CC=2C3=C(N(C2C=C1)CCC=1C=NC(=CC1)C)CCN(C3)C (8-Ethyl-2-methyl-5-[2-(6-methyl-pyridin-3-yl)-ethyl]-2,3,4,5-tetrahydro-1H-pyrido[4,3-b]indole). Yield: 20.4%. As a reaction SMILES: [CH2:1]([C:3]1[CH:11]=[CH:10][C:9]2[NH:8][C:7]3[CH2:12][CH2:13][N:14]([CH3:16])[CH2:15][C:6]=3[C:5]=2[CH:4]=1)[CH3:2].[OH-].[K+].[CH3:19][C:20]1[CH:25]=[CH:24][C:23]([CH:26]=[CH2:27])=[CH:22][N:21]=1>CN1CCCC1=O.O>[CH2:1]([C:3]1[CH:11]=[CH:10][C:9]2[N:8]([CH2:27][CH2:26][C:23]3[CH:22]=[N:21][C:20]([CH3:19])=[CH:25][CH:24]=3)[C:7]3[CH2:12][CH2:13][N:14]([CH3:16])[CH2:15][C:6]=3[C:5]=2[CH:4]=1)[CH3:2] |f:1.2|. Procedure details: To a solution of 8-Ethyl-2-methyl-2,3,4,5-tetrahydro-1H-pyrido[4,3-b]indole (0.107 g, 0.5 mmol) in N-methyl 2-pyrolidone (2 mL) was added powdered potassium hydroxide (0.224 g, 4.0 mmol) and allowed to stir for 10 min at RT. 2-methyl-5-vinyl pyridine (0.065 g, 0.55 mmol) was added and stirred for further 24 h. at 120 deg C., After completion of TLC, Reaction mixture was diluted with water (30 mL) and extracted with ethyl acetate (3×50 mL). The organic layer was dried over anhydrous sodium sulpha... Reactants: CCO, CNc1ccccc1C(=O)N1CCCC1C(=O)O. Yields the product CN1C(=O)C2CCCN2C(=O)c2ccccc21. Reaction SMILES: [CH3:19][CH2:20][OH:21].[CH3:1][NH:2][c:3]1[c:4]([C:5](=[O:6])[N:7]2[CH:8]([C:9](=[O:10])[OH:11])[CH2:12][CH2:13][CH2:14]2)[cH:15][cH:16][cH:17][cH:18]1>>[CH3:1][N:2]1[c:3]2[c:4]([cH:15][cH:16][cH:17][cH:18]2)[C:5](=[O:6])[N:7]2[CH:8]([C:9]1=[O:10])[CH2:12][CH2:13][CH2:14]2. The reactants are BrB(Br)Br, CC(C)(C)c1cc(CC(NC(=O)OCc2ccccc2)c2nccs2)ccc1O, ClCCl, [Na+], [OH-], O, CSc1ccccc1. Yields the product CC(C)(C)c1cc(CC(N)c2nccs2)ccc1O. Reaction SMILES: [B:38]([Br:39])([Br:40])[Br:41].[CH2:1]([O:2][C:3](=[O:4])[NH:11][CH:12]([CH2:13][c:14]1[cH:15][c:16]([C:21]([CH3:22])([CH3:23])[CH3:24])[c:17]([OH:20])[cH:18][cH:19]1)[c:25]1[s:26][cH:27][cH:28][n:29]1)[c:5]1[cH:6][cH:7][cH:8][cH:9][cH:10]1.[CH2:44]([Cl:45])[Cl:46].[Na+:43].[OH-:42].[OH2:47].[c:30]1([S:31][CH3:32])[cH:33][cH:34][cH:35][cH:36][cH:37]1>>[NH2:11][CH:12]([CH2:13][c:14]1[cH:15][c:16]([C:21]([CH3:22])([CH3:23])[CH3:24])[c:17]([OH:20])[cH:18][cH:19]1)[c:25]1[s:26][cH:27][cH:28][n:29]1. The reactants are ClCCl, CO, O=Cc1cccc(OCCF)c1, [Na+], [OH-], O=C(OO)c1cccc(Cl)c1. Product: Oc1cccc(OCCF)c1. RXN SMILES: [CH2:28]([Cl:29])[Cl:30].[CH3:26][OH:27].[F:1][CH2:2][CH2:3][O:4][c:5]1[cH:6][c:7]([CH:8]=[O:9])[cH:10][cH:11][cH:12]1.[Na+:25].[OH-:24].[OH:13][O:14][C:15]([c:16]1[cH:17][c:18]([Cl:19])[cH:20][cH:21][cH:22]1)=[O:23]>>[F:1][CH2:2][CH2:3][O:4][c:5]1[cH:6][c:7]([OH:13])[cH:10][cH:11][cH:12]1. Starting materials: Cc1ccccc1, O=C(Cl)Cl, C1COCCO1, O, O=C1Nc2cccnc2Nc2ccccc21. Yields the product O=C1Nc2cccnc2N(C(=O)Cl)c2ccccc21. Reaction SMILES: [CH3:28][c:29]1[cH:30][cH:31][cH:32][cH:33][cH:34]1.[Cl:17][C:18]([Cl:19])=[O:20].[O:22]1[CH2:23][CH2:24][O:25][CH2:26][CH2:27]1.[OH2:21].[n:1]1[cH:2][cH:3][cH:4][c:5]2[c:6]1[NH:7][c:8]1[c:9]([cH:13][cH:14][cH:15][cH:16]1)[C:10](=[O:12])[NH:11]2>>[n:1]1[cH:2][cH:3][cH:4][c:5]2[c:6]1[N:7]([C:18]([Cl:17])=[O:20])[c:8]1[c:9]([cH:13][cH:14][cH:15][cH:16]1)[C:10](=[O:12])[NH:11]2. Starting materials: CON(C(CCC(C)=O)=O)C (4-Oxo-pentanoic acid methoxy-methyl-amide), C(CO)O (ethylene glycol), C1(=CC=C(C=C1)S(=O)(=O)O)C (p-toluenesulfonic acid), O (water). The solvent is C1=CC=CC=C1 (benzene). The product is CON(C(CCC1(OCCO1)C)=O)C (N-methoxy-N-methyl-3-(2-methyl-[1,3]dioxolan-2-yl)-propionamide). RXN SMILES: [CH3:1][O:2][N:3]([CH3:11])[C:4](=[O:10])[CH2:5][CH2:6][C:7](=[O:9])[CH3:8].[CH2:12](O)[CH2:13][OH:14].C1(C)C=CC(S(O)(=O)=O)=CC=1.O>C1C=CC=CC=1>[CH3:1][O:2][N:3]([CH3:11])[C:4](=[O:10])[CH2:5][CH2:6][C:7]1([CH3:8])[O:14][CH2:13][CH2:12][O:9]1. Procedure: To a solution of 4-1 (38 g, 0.239 mol) in 500 mL benzene was added ethylene glycol (17.3 mL, 0.310 mol) and p-toluenesulfonic acid (1 g). The mixture was heated at reflux for 2 h with azeotropic removal of water. After cooling, the solution was washed with 200 mL sat. NaHCO3, brine, and dried over Na2SO4. Evaporative removal of the solvent gave 4-2 as a yellow oil. Reactants: C(C)(C)(C)[Li] (t-butyllithium), solution, CCCCCC (hexane), BrC=1C=CC2=C(OC3=C2C=CC=C3)C1 (3-bromodibenzofuran), CN(C=O)C (dimethylformamide). Run in O1CCCC1 (tetrahydrofuran). Reaction conditions: temperature -78 celsius. Yields the product C1=CC(=CC=2OC3=C(C21)C=CC=C3)C=O (Dibenzofuran-3-carbaldehyde). RXN SMILES: Br[C:2]1[CH:3]=[CH:4][C:5]2[C:9]3[CH:10]=[CH:11][CH:12]=[CH:13][C:8]=3[O:7][C:6]=2[CH:14]=1.C([Li])(C)(C)C.CCCCCC.CN(C)[CH:28]=[O:29]>O1CCCC1>[CH:4]1[C:5]2[C:9]3[CH:10]=[CH:11][CH:12]=[CH:13][C:8]=3[O:7][C:6]=2[CH:14]=[C:2]([CH:28]=[O:29])[CH:3]=1. Procedure details: Combine 3-bromodibenzofuran (0.5 g, 2.0 mmol) and tetrahydrofuran (30 ml). Cool to about −78° C. Add a solution of t-butyllithium, 1.6 M solution in hexane (2.2 ml, 3.0 mmol), then warm to about 0° C. for 10 min. Cool to about −78° C. and add dimethylformamide (0.5 ml, 5.9 mmol). Warm to room temperature, quench with water, and extract with dichloromethane. Combine the organic layers and wash sequentially with distilled water and brine and then dry (Na2SO4), filter, and concentrate to give a res... Starting materials: C(C)I (Ethyl iodide), O1CCCC1 (tetrahydrofuran), O (water), C(C1=CC=CC=C1)N1CC(C(CC1)=O)C (1-Benzyl-3-methyl-piperidin-4-one), [H-].[Na+] (sodium hydride), O1CCCC1 (tetrahydrofuran). The solvent is C(C)(=O)OCC (ethyl acetate). Reaction conditions: time 1 hour. Product: C(C1=CC=CC=C1)N1CC(C(C(C1)CC)=O)(C)CC (1-benzyl-3,5-diethyl-3-methylpiperidin-4-one). Reaction SMILES: [CH2:1]([N:8]1[CH2:13][CH2:12][C:11](=O)[CH:10]([CH3:15])[CH2:9]1)[C:2]1[CH:7]=[CH:6][CH:5]=[CH:4][CH:3]=1.[H-].[Na+].C(I)C.O.[O:22]1[CH2:26][CH2:25][CH2:24][CH2:23]1>C(OCC)(=O)C>[CH2:1]([N:8]1[CH2:13][CH:25]([CH2:24][CH3:23])[C:26](=[O:22])[C:10]([CH2:11][CH3:12])([CH3:15])[CH2:9]1)[C:2]1[CH:7]=[CH:6][CH:5]=[CH:4][CH:3]=1 |f:1.2|. Procedure details: 1-Benzyl-3-methyl-piperidin-4-one (50 g, 246 mmole) was added to the stirred suspension of sodium hydride (12.0 g, 300.0 mmole) in tetrahydrofuran (500 ml) at ambient temperature and stirring was continued for 1 hr. Ethyl iodide (42.5 ml, 520.0 mmole) in dry tetrahydrofuran (100 ml) was added it at 0-5° C. The resulting mixture stirred at room temperature for 18 hr, water (100 ml) and ethyl acetate (800 ml) were added respectively. Organic layer was separated, dried (Na2SO4) and concentrated to ... Yields the product Cl.Cl.Cl.OC1=C(C2=C(C(/C(/O2)=C/C2=CNC3=NC(=CC=C32)C3=CC=CC=C3)=O)C=C1)CN1CCNCC1 ((Z)-6-hydroxy-2-[(6-phenyl-1H-pyrrolo[2,3-b]pyridin-3-yl)methylene]-7-(piperazin-1-ylmethyl)benzofuran-3(2H)-one trihydrochloride). As a reaction SMILES: [OH:1][C:2]1[CH:27]=[CH:26][C:5]2[C:6](=[O:25])/[C:7](=[CH:9]/[C:10]3[C:18]4[C:13](=[N:14][C:15]([C:19]5[CH:24]=[CH:23][CH:22]=[CH:21][CH:20]=5)=[CH:16][CH:17]=4)[NH:12][CH:11]=3)/[O:8][C:4]=2[C:3]=1[CH2:28][N:29]1[CH2:34][CH2:33][N:32](C(OC(C)(C)C)=O)[CH2:31][CH2:30]1.[ClH:42]>C(Cl)Cl.O1CCOCC1>[ClH:42].[ClH:42].[ClH:42].[OH:1][C:2]1[CH:27]=[CH:26][C:5]2[C:6](=[O:25])/[C:7](=[CH:9]/[C:10]3[C:18]4[C:13](=[N:14][C:15]([C:19]5[CH:20]=[CH:21][CH:22]=[CH:23][CH:24]=5)=[CH:16][CH:17]=4)[NH:12][CH:11]=3)/[O:8][C:4]=2[C:3]=1[CH2:28][N:29]1[CH2:30][CH2:31][NH:32][CH2:33][CH2:34]1 |f:4.5.6.7|. The reactants are OC1=C(C2=C(C(/C(/O2)=C/C2=CNC3=NC(=CC=C32)C3=CC=CC=C3)=O)C=C1)CN1CCN(CC1)C(=O)OC(C)(C)C (tert-butyl (Z)-4-({6-hydroxy-3-oxo-2-[(6-phenyl-1H-pyrrolo[2,3-b]pyridin-3-yl)methylene]-2,3-dihydrobenzofuran-7-yl}methyl)piperazine-1-carboxylate), solution, Cl (hydrogen chloride). The solvent is C(Cl)Cl (methylene chloride), O1CCOCC1 (1,4-dioxane). Run at time 2 hour. Procedure: A solution of tert-butyl (Z)-4-({6-hydroxy-3-oxo-2-[(6-phenyl-1H-pyrrolo[2,3-b]pyridin-3-yl)methylene]-2,3-dihydrobenzofuran-7-yl}methyl)piperazine-1-carboxylate (0.019 g, 0.034 mmol) in methylene chloride (2.0 mL) was added with a 4 M solution of hydrogen chloride in 1,4-dioxane (2.0 mL), and then the mixture was stirred at room temperature for 2 hours. The mixture was azeotroped twice with toluene under reduced pressure, and then the residual solid was suspended in a mixed solvent of methylene... Isolated yield 74.0%.